From a dataset of the Open Reaction Database (ORD), a public repository of structured organic reaction records. describe an organic reaction: reactants, conditions, products, and yield Reactants: O=C(Cl)CCCBr, CCOC(C)=O, CN1CCOCC1, OCc1ccccc1. The product is O=C(CCCBr)OCc1ccccc1. As a reaction SMILES: [Br:1][CH2:2][CH2:3][CH2:4][C:5](=[O:6])[Cl:7].[CH3:23][CH2:24][O:25][C:26](=[O:27])[CH3:28].[CH3:8][N:9]1[CH2:10][CH2:11][O:12][CH2:13][CH2:14]1.[OH:15][CH2:16][c:17]1[cH:18][cH:19][cH:20][cH:21][cH:22]1>>[Br:1][CH2:2][CH2:3][CH2:4][C:5](=[O:6])[O:15][CH2:16][c:17]1[cH:18][cH:19][cH:20][cH:21][cH:22]1. The reactants are BrCCCBr, O=C([O-])[O-], COc1ccc([N+](=O)[O-])cc1O, CN(C)C=O, ClCCl, [K+], [K+]. The product is COc1ccc([N+](=O)[O-])cc1OCCCBr. RXN SMILES: [Br:19][CH2:20][CH2:21][CH2:22][Br:23].[C:13](=[O:14])([O-:15])[O-:16].[CH3:1][O:2][c:3]1[c:4]([OH:12])[cH:5][c:6]([N+:9](=[O:10])[O-:11])[cH:7][cH:8]1.[CH3:24][N:25]([CH3:26])[CH:27]=[O:28].[Cl:29][CH2:30][Cl:31].[K+:17].[K+:18]>>[CH3:1][O:2][c:3]1[c:4]([O:12][CH2:22][CH2:21][CH2:20][Br:19])[cH:5][c:6]([N+:9](=[O:10])[O-:11])[cH:7][cH:8]1. Reaction SMILES: [NH:1]1[CH:5]=[CH:4][N:3]=[CH:2]1.[NH2:6][CH2:7][C@@H:8]1[CH2:12][CH2:11]CN1CC.C(=O)C>>[N:1]1([CH2:11][CH2:12][CH2:8][CH2:7][NH2:6])[CH:5]=[CH:4][N:3]=[CH:2]1. Reported procedure: By using imidazole (2.00 g) as a starting material, the title compound (0.37 g) was obtained in the same manners as those of Reference Example 63, (1) and Reference Example 9, (2). The product is N1(C=NC=C1)CCCCN (4-(1H-imidazol-1-yl)butan-1-amine). The reactants are N1C=NC=C1 (imidazole), NC[C@H]1N(CCC1)CC ((S)-(−)-2-aminomethyl-1-ethylpyrrolidine), C(C)=O (acetaldehyde).